Dataset: the Open Reaction Database (ORD), a public repository of structured organic reaction records. Task: describe an organic reaction: reactants, conditions, products, and yield Reactants: NC1=C(C=C(C=C1)C(=O)N1CCN(CC1)CC1=CC=C(C=C1)C(C(F)(F)F)(C(F)(F)F)O)F ((4-amino-3-fluorophenyl)(4-(4-(1,1,1,3,3,3-hexafluoro-2-hydroxypropan-2-yl)benzyl)piperazin-1-yl)methanone), C(C)(C)(C)[Si](Cl)(C)C (tert-butyldimethylchlorosilane), N12CCCCCC2=NCCC1 (1,8-Diazabicyclo[5.4.0]undec-7-ene). Solvent: ClCCl (dichloromethane). Conditions: time 15 minute. Yields the product NC1=C(C=C(C=C1)C(=O)N1CCN(CC1)CC1=CC=C(C=C1)C(C(F)(F)F)(C(F)(F)F)O[Si](C)(C)C(C)(C)C)F ((4-Amino-3-fluorophenyl)(4-(4-(2-(tert-butyldimethylsilyloxy)-1,1,1,3,3,3-hexafluoropropan-2-yl)benzyl)piperazin-1-yl)methanone). Yield: 75.0%. As a reaction SMILES: N12CCCN=C1CCCCC2.[NH2:12][C:13]1[CH:18]=[CH:17][C:16]([C:19]([N:21]2[CH2:26][CH2:25][N:24]([CH2:27][C:28]3[CH:33]=[CH:32][C:31]([C:34]([OH:43])([C:39]([F:42])([F:41])[F:40])[C:35]([F:38])([F:37])[F:36])=[CH:30][CH:29]=3)[CH2:23][CH2:22]2)=[O:20])=[CH:15][C:14]=1[F:44].[C:45]([Si:49]([CH3:52])([CH3:51])Cl)([CH3:48])([CH3:47])[CH3:46]>ClCCl>[NH2:12][C:13]1[CH:18]=[CH:17][C:16]([C:19]([N:21]2[CH2:22][CH2:23][N:24]([CH2:27][C:28]3[CH:33]=[CH:32][C:31]([C:34]([O:43][Si:49]([C:45]([CH3:48])([CH3:47])[CH3:46])([CH3:52])[CH3:51])([C:35]([F:36])([F:37])[F:38])[C:39]([F:41])([F:42])[F:40])=[CH:30][CH:29]=3)[CH2:25][CH2:26]2)=[O:20])=[CH:15][C:14]=1[F:44]. Procedure: 1,8-Diazabicyclo[5.4.0]undec-7-ene (1.559 mmol, 0.233 mL, 237 mg) was added to a cooled (ice/slurry) solution of (4-amino-3-fluorophenyl)(4-(4-(1,1,1,3,3,3-hexafluoro-2-hydroxypropan-2-yl)benzyl)piperazin-1-yl)methanone (1.199 mmol, 575 mg) and tert-butyldimethylchlorosilane (1.559 mmol, 235 mg) in dichloromethane (20 mL) under nitrogen. The resulting solution was stirred for 15 minutes prior to the removal of the external cooling bath. The reaction was allowed to warm to room temperature and st... The reactants are Cl.O=C1CCC=2C=C(C=NC2N1)/C=C/C(=O)O ((2E)-3-(7-oxo-5,6,7,8-tetrahydro-1,8-naphthyridin-3-yl)acrylic acid hydrochloride), Cl.O(C1=CC=CC=C1)C1CNCC1 (3-Phenoxypyrrolidine hydrochloride), CCN(C(C)C)C(C)C (DIPEA), CCN=C=NCCCN(C)C (EDAC). The solvent is CN(C)C=O (DMF). Reaction conditions: time 8 hour. The product is O=C(/C=C/C=1C=C2CCC(NC2=NC1)=O)N1CC(CC1)OC1=CC=CC=C1 (6-[(1E)-3-Oxo-3-(3-phenoxypyrrolidin-1-yl)prop-1-en-1-yl]-3,4-dihydro-1,8-naphthyridin-2(1H)-one). Isolated yield 68.8%. Reaction SMILES: Cl.[O:2]=[C:3]1[NH:12][C:11]2[N:10]=[CH:9][C:8](/[CH:13]=[CH:14]/[C:15]([OH:17])=O)=[CH:7][C:6]=2[CH2:5][CH2:4]1.Cl.[O:19]([CH:26]1[CH2:30][CH2:29][NH:28][CH2:27]1)[C:20]1[CH:25]=[CH:24][CH:23]=[CH:22][CH:21]=1.CCN(C(C)C)C(C)C.CCN=C=NCCCN(C)C>CN(C=O)C>[O:17]=[C:15]([N:28]1[CH2:29][CH2:30][CH:26]([O:19][C:20]2[CH:21]=[CH:22][CH:23]=[CH:24][CH:25]=2)[CH2:27]1)/[CH:14]=[CH:13]/[C:8]1[CH:7]=[C:6]2[C:11](=[N:10][CH:9]=1)[NH:12][C:3](=[O:2])[CH2:4][CH2:5]2 |f:0.1,2.3|. Reported procedure: A 16 mL vial flask was successively charged with (2E)-3-(7-oxo-5,6,7,8-tetrahydro-1,8-naphthyridin-3-yl)acrylic acid hydrochloride (30 mg, 0.12 mmol), DMF (3 mL), 3-phenoxypyrrolidine hydrochloride (28 mg, 0.14 mmol; which may be prepared as described in Step 3), DIPEA (48 μL, 0.28 mmol) and EDAC (27 mg, 0.14 mmol). The reaction mixture was stirred at room temperature overnight and concentrated to dryness. The residue was purified on preparative TLC (eluent: dichloromethane/NH3 7N in MeOH, 2.5%)... Starting materials: COc1ccc(CNC(=O)C2(CCCCBr)c3ccccc3-c3ccccc32)cc1, Clc1cccc2nc(N3CCNCC3)ccc12. The product is COc1ccc(CNC(=O)C2(CCCCN3CCN(c4ccc5c(Cl)cccc5n4)CC3)c3ccccc3-c3ccccc32)cc1. RXN SMILES: [CH3:1][O:2][c:3]1[cH:4][cH:5][c:6]([CH2:7][NH:8][C:9](=[O:10])[C:11]2([CH2:24][CH2:25][CH2:26][CH2:27][Br:28])[c:12]3[cH:13][cH:14][cH:15][cH:16][c:17]3-[c:18]3[cH:19][cH:20][cH:21][cH:22][c:23]32)[cH:29][cH:30]1.[Cl:31][c:32]1[c:33]2[cH:34][cH:35][c:36]([N:42]3[CH2:43][CH2:44][NH:45][CH2:46][CH2:47]3)[n:37][c:38]2[cH:39][cH:40][cH:41]1>>[CH3:1][O:2][c:3]1[cH:4][cH:5][c:6]([CH2:7][NH:8][C:9](=[O:10])[C:11]2([CH2:24][CH2:25][CH2:26][CH2:27][N:45]3[CH2:44][CH2:43][N:42]([c:36]4[cH:35][cH:34][c:33]5[c:32]([Cl:31])[cH:41][cH:40][cH:39][c:38]5[n:37]4)[CH2:47][CH2:46]3)[c:12]3[cH:13][cH:14][cH:15][cH:16][c:17]3-[c:18]3[cH:19][cH:20][cH:21][cH:22][c:23]32)[cH:29][cH:30]1. The reactants are ClC=1C=CN2C(C(=CC(=C2C1C)C1CC1)C(=O)OC)=O (methyl 8-chloro-1-cyclopropyl-9-methyl-4-oxo-4H-quinolizine-3-carboxylate), CC1(OB(OC1(C)C)C=1C=NC(=NC1)N)C (5-(4,4,5,5-tetramethyl-1,3,2-dioxaborolan-2-yl)pyrimidin-2-amine). Product: NC1=NC=C(C=N1)C=1C=CN2C(C(=CC(=C2C1C)C1CC1)C(=O)OC)=O (methyl 8-(2-aminopyrimidin-5-yl)-1-cyclopropyl-9-methyl-4-oxo-4H-quinolizine-3-carboxylate). Yield: 80.6%. Reaction SMILES: Cl[C:2]1[CH:3]=[CH:4][N:5]2[C:10]([C:11]=1[CH3:12])=[C:9]([CH:13]1[CH2:15][CH2:14]1)[CH:8]=[C:7]([C:16]([O:18][CH3:19])=[O:17])[C:6]2=[O:20].CC1(C)C(C)(C)OB([C:29]2[CH:30]=[N:31][C:32]([NH2:35])=[N:33][CH:34]=2)O1>>[NH2:35][C:32]1[N:33]=[CH:34][C:29]([C:2]2[CH:3]=[CH:4][N:5]3[C:10]([C:11]=2[CH3:12])=[C:9]([CH:13]2[CH2:15][CH2:14]2)[CH:8]=[C:7]([C:16]([O:18][CH3:19])=[O:17])[C:6]3=[O:20])=[CH:30][N:31]=1. Procedure: Methyl 8-(2-aminopyrimidin-5-yl)-1-cyclopropyl-9-methyl-4-oxo-4H-quinolizine-3-carboxylate was prepared according to General Procedure A from methyl 8-chloro-1-cyclopropyl-9-methyl-4-oxo-4H-quinolizine-3-carboxylate (100 mg, 0.34 mmol) and 5-(4,4,5,5-tetramethyl-1,3,2-dioxaborolan-2-yl)pyrimidin-2-amine (90.8 mg, 0.41 mmol). Purification by flash silica column chromatography (DCM:MeOH) (1:0 to 9:1) afforded the title compound as a yellow solid (96 mg, 80%).